From a dataset of the Open Reaction Database (ORD), a public repository of structured organic reaction records. describe an organic reaction: reactants, conditions, products, and yield Reactants: C(C1=CC=CC=C1)N1CCCC12CNCC2 (1-benzyl-1,7-diazaspiro[4.4]nonane), BrC=1C=NC=CC1 (3-bromopyridine), CC(C)([O-])C.[K+] (potassium tert-butoxide), C1(=CC=CC=C1)P(C1(C(=C2C=CC=CC2=CC1)C1=CC=CC2=CC=CC=C12)P(C1=CC=CC=C1)C1=CC=CC=C1)C1=CC=CC=C1 (2,2-bis(diphenylphosphino)-1,1′-binaphthyl). The reagents and catalysts are C=1C=CC(=CC1)/C=C/C(=O)/C=C/C2=CC=CC=C2.C=1C=CC(=CC1)/C=C/C(=O)/C=C/C2=CC=CC=C2.C=1C=CC(=CC1)/C=C/C(=O)/C=C/C2=CC=CC=C2.[Pd].[Pd] (tris(dibenzylideneacetone)dipalladium(0)). Run in O (Water), C1(=CC=CC=C1)C (toluene). Run at temperature 90 celsius. The product is C(C1=CC=CC=C1)N1CCCC12CN(CC2)C=2C=NC=CC2 (1-Benzyl-7-(3-pyridyl)-1,7-diazaspiro[4.4]nonane). Reaction SMILES: [CH2:1]([N:8]1[C:12]2([CH2:16][CH2:15][NH:14][CH2:13]2)[CH2:11][CH2:10][CH2:9]1)[C:2]1[CH:7]=[CH:6][CH:5]=[CH:4][CH:3]=1.Br[C:18]1[CH:19]=[N:20][CH:21]=[CH:22][CH:23]=1.CC(C)([O-])C.[K+].C1(P(C2C=CC=CC=2)C2(P(C3C=CC=CC=3)C3C=CC=CC=3)CC=C3C(C=CC=C3)=C2C2C3C(=CC=CC=3)C=CC=2)C=CC=CC=1>C1C=CC(/C=C/C(/C=C/C2C=CC=CC=2)=O)=CC=1.C1C=CC(/C=C/C(/C=C/C2C=CC=CC=2)=O)=CC=1.C1C=CC(/C=C/C(/C=C/C2C=CC=CC=2)=O)=CC=1.[Pd].[Pd].O.C1(C)C=CC=CC=1>[CH2:1]([N:8]1[C:12]2([CH2:16][CH2:15][N:14]([C:18]3[CH:19]=[N:20][CH:21]=[CH:22][CH:23]=3)[CH2:13]2)[CH2:11][CH2:10][CH2:9]1)[C:2]1[CH:3]=[CH:4][CH:5]=[CH:6][CH:7]=1 |f:2.3,5.6.7.8.9|. Procedure details: A mixture of 1-benzyl-1,7-diazaspiro[4.4]nonane (2.00 g, 9.26 mmol), 3-bromopyridine (1.38 g, 8.73 mmol), potassium tert-butoxide (2.50 g, 22.3 mmol), tris(dibenzylideneacetone)dipalladium(0) (0.318 g, 0.347 mmol), 2,2-bis(diphenylphosphino)-1,1′-binaphthyl (0.324 g, 0.520 mmol) and dry toluene (50 mL) was placed in a pressure tube under argon. The mixture was stirred and heated at 90° C. (bath temperature) for 24 h and cooled. Water (20 mL) was added and the mixture was extracted with ethyl ace... The reactants are CNCC(=O)OC(C)(C)C, ClC(Cl)Cl, O=S(=O)(Cl)c1ccc(OCC#Cc2ccc(Cl)cc2)cc1, Cl, c1ccncc1. Yields the product CN(CC(=O)OC(C)(C)C)S(=O)(=O)c1ccc(OCC#Cc2ccc(Cl)cc2)cc1. Reaction SMILES: [C:23]([CH3:24])([CH3:25])([CH3:26])[O:27][C:28]([CH2:29][NH:30][CH3:31])=[O:32].[CH:39]([Cl:40])([Cl:41])[Cl:42].[Cl:1][c:2]1[cH:3][cH:4][c:5]([C:8]#[C:9][CH2:10][O:11][c:12]2[cH:13][cH:14][c:15]([S:18](=[O:19])(=[O:20])[Cl:21])[cH:16][cH:17]2)[cH:6][cH:7]1.[ClH:22].[cH:33]1[cH:34][cH:35][n:36][cH:37][cH:38]1>>[Cl:1][c:2]1[cH:3][cH:4][c:5]([C:8]#[C:9][CH2:10][O:11][c:12]2[cH:13][cH:14][c:15]([S:18](=[O:19])(=[O:20])[N:30]([CH2:29][C:28]([O:27][C:23]([CH3:24])([CH3:25])[CH3:26])=[O:32])[CH3:31])[cH:16][cH:17]2)[cH:6][cH:7]1. The reactants are ClC1=CC=C(C=C1)CC(=O)NN1C(C2=CC=CC=C2C(=N1)S(=O)(=O)C1=CC=[N+](C=C1)[O-])=O (2-(4-chlorophenyl)-N-{4-[(1-oxidopyridin-4-yl)sulfonyl]-1-oxophthalazin-2(1H)-yl}acetamide). Reagents/catalysts: [Pd] (Pd/C). Solvent: CO (MeOH). Product: ClC1=CC=C(C=C1)CC(=O)NN1C(C2=CC=CC=C2C(=N1)S(=O)(=O)C1=CC=NC=C1)=O (2-(4-chlorophenyl)-N-[1-oxo-4-(pyridin-4-ylsulfonyl)phthalazin-2(1H)-yl]acetamide). Isolated yield 18.8%. As a reaction SMILES: [Cl:1][C:2]1[CH:7]=[CH:6][C:5]([CH2:8][C:9]([NH:11][N:12]2[N:21]=[C:20]([S:22]([C:25]3[CH:30]=[CH:29][N+:28]([O-])=[CH:27][CH:26]=3)(=[O:24])=[O:23])[C:19]3[C:14](=[CH:15][CH:16]=[CH:17][CH:18]=3)[C:13]2=[O:32])=[O:10])=[CH:4][CH:3]=1>CO.[Pd]>[Cl:1][C:2]1[CH:7]=[CH:6][C:5]([CH2:8][C:9]([NH:11][N:12]2[N:21]=[C:20]([S:22]([C:25]3[CH:26]=[CH:27][N:28]=[CH:29][CH:30]=3)(=[O:23])=[O:24])[C:19]3[C:14](=[CH:15][CH:16]=[CH:17][CH:18]=3)[C:13]2=[O:32])=[O:10])=[CH:4][CH:3]=1. Procedure: The product from Example 196 (10 mg, 0.021 mmol) was treated with 10% Pd/C (5 mg) in MeOH (5 mL) under H2 (1 atm) for 12 hrs. The mixture was filtered, and washed with MeOH, concentrated, and the resulting residue was purified by HPLC (conditions from Example 10C) to afford 1.8 mg of the title compound. 1H NMR (400 MHz, DMSO-d6) δ 11.97-11.79 (br s, 1H), 8.96 (dd, J=4.5, 1.6, 2H), 8.52 (d, J=8.1, 1H), 8.39 (d, J=7.1, 1H), 8.12 (dd, J=12.0, 4.9, 1H), 8.03 (t, J=7.2, 1H), 7.96 (dd, J=4.5, 1.6, 2H)... Reactants: ICCC (1-iodopropane), C([O-])(O)=O.[Na+] (sodium bicarbonate), COC=1C=C(C=CC1OC)C(C)=O (3′,4′-Dimethoxyacetophenone), C(C)(C)[N-]C(C)C.[Li+] (lithium diisopropylamide). Solvent: C(C)(=O)OCC (ethyl acetate), O (water), C(C)(=O)OCC.CCCCCC (ethyl acetate hexane). Conditions: temperature 0 celsius, time 3 day. Product: COC=1C=C(C=CC1OC)C(C(CCC)CCC)=O (3′,4′-dimethoxy-2-propylvalerophenone), monoalkylated product. The yield is 8.0%. Reaction SMILES: [CH3:1][O:2][C:3]1[CH:4]=[C:5]([C:11](=[O:13])[CH3:12])[CH:6]=[CH:7][C:8]=1[O:9][CH3:10].[CH:14]([N-]C(C)C)([CH3:16])[CH3:15].[Li+].I[CH2:23][CH2:24][CH3:25].C(=O)(O)[O-].[Na+]>C(OCC)(=O)C.O.C(OCC)(=O)C.CCCCCC>[CH3:1][O:2][C:3]1[CH:4]=[C:5]([C:11](=[O:13])[CH:12]([CH2:23][CH2:24][CH3:25])[CH2:15][CH2:14][CH3:16])[CH:6]=[CH:7][C:8]=1[O:9][CH3:10] |f:1.2,4.5,8.9|. Procedure details: 3′,4′-Dimethoxyacetophenone (9.91 grams, 55 mmol) was added over 20 minutes to a cooled (0° C.) stirred solution of lithium diisopropylamide (28.9 milliliters, 2M, 57.8 mmol). After an additional 5 minutes the solution was cooled to −78° C. and 1-iodopropane (10.73 milliliters, 110 mmol) was rapidly added. The solution was allowed to slowly warm to room temperature and stirring was continued for 3 days. Reaction progress was monitored by TLC (30% , ethyl acetate/hexane, UV) and an equilibrium ha... Starting materials: C12CCC(CC1)N2CCOC2=C(C=C(C=C2)N)C=2N(N=CC2Br)C (4-[2-(7-Aza-bicyclo[2.2.1]hept-7-yl)-ethoxy]-3-(4-bromo-2-methyl-2H-pyrazol-3-yl)-phenylamine), 4-nitrophenylchloroformate, FC1=C(CN)C=CC(=C1)F (2,4-difluorobenzylamine), C(C)(C)N(C(C)C)CC (N,N-diisopropylethylamine). The solvent is ClCCCl (1,2-dichloroethane). Conditions: time 1 hour. Yields the product C12CCC(CC1)N2CCOC2=C(C=C(C=C2)NC(=O)NCC2=C(C=C(C=C2)F)F)C=2N(N=CC2Br)C (1-[4-[2-(7-aza-bicyclo[2.2.1]hept-7-yl)-ethoxy]-3-(4-bromo-2-methyl-2H-pyrazol-3-yl)phenyl]-3-(2,4-difluoro-benzyl)-urea). Yield: 85.1%. RXN SMILES: [CH:1]12[N:7]([CH2:8][CH2:9][O:10][C:11]3[CH:16]=[CH:15][C:14]([NH2:17])=[CH:13][C:12]=3[C:18]3[N:19]([CH3:24])[N:20]=[CH:21][C:22]=3[Br:23])[CH:4]([CH2:5][CH2:6]1)[CH2:3][CH2:2]2.C1C([N+]([O-])=O)=CC=C([Cl-][C:35]([O-])=[O:36])C=1.[F:38][C:39]1[CH:46]=[C:45]([F:47])[CH:44]=[CH:43][C:40]=1[CH2:41][NH2:42].C(N(CC)C(C)C)(C)C>ClCCCl>[CH:4]12[N:7]([CH2:8][CH2:9][O:10][C:11]3[CH:16]=[CH:15][C:14]([NH:17][C:35]([NH:42][CH2:41][C:40]4[CH:43]=[CH:44][C:45]([F:47])=[CH:46][C:39]=4[F:38])=[O:36])=[CH:13][C:12]=3[C:18]3[N:19]([CH3:24])[N:20]=[CH:21][C:22]=3[Br:23])[CH:1]([CH2:2][CH2:3]1)[CH2:6][CH2:5]2. Reported procedure: 4-[2-(7-Aza-bicyclo[2.2.1]hept-7-yl)-ethoxy]-3-(4-bromo-2-methyl-2H-pyrazol-3-yl)-phenylamine (50.0 mg, 0.13 mmol) was added to a solution of 4-nitrophenylchloroformate (26.0 mg, 0.13 mmol) in 1,2-dichloroethane (4.0 mL) and the mixture stirred at room temperature for 1 hour. To the resulting precipitate mixture was added 2,4-difluorobenzylamine (0.030 mL, 0.25 mmol) and N,N-diisopropylethylamine (0.030 mL, 0.17 mmol), and the mixture stirred an additional 1 hour. The mixture was concentrated an... Reactants: C[C@]12CC[C@@]3([C@@H]([C@H]2CC[C@@H]2[C@]4(CC=C(C([C@@H]4CC[C@@]12C)(C)C)C1=CC=C(C(=O)O)C=C1)C)[C@@H](CC3)C(=C)C)CNC(=O)[C@H]3N(CCC3)C (4-((1R,3aS,5aR,5bR,7aR,11aS,11bR,13aR,13bR)-5a,5b,8,8,11a-pentamethyl-3a-(((S)-1-methylpyrrolidine-2-carboxamido)methyl)-1-(prop-1-en-2-yl)-2,3,3a,4,5,5a,5b,6,7,7a,8,11,11a,11b,12,13,13a,13b-octadecahydro-1H-cyclopenta[a]chrysen-9-yl)benzoic acid), CN1[C@H](CCC1)C(=O)O ((R)-1-methylpyrrolidine-2-carboxylic acid). Yields the product C[C@]12CC[C@@]3([C@@H]([C@H]2CC[C@@H]2[C@]4(CC=C(C([C@@H]4CC[C@@]12C)(C)C)C1=CC=C(C(=O)O)C=C1)C)[C@@H](CC3)C(=C)C)CNC(=O)[C@@H]3N(CCC3)C (4-((1R,3aS,5aR,5bR,7aR,11aS,11bR,13aR,13bR)-5a,5b,8,8,11a-pentamethyl-3a-(((R)-1-methylpyrrolidine-2-carboxamido)methyl)-1-(prop-1-en-2-yl)-2,3,3a,4,5,5a,5b,6,7,7a,8,11,11a,11b,12,13,13a,13b-octadecahydro-1H-cyclopenta[a]chrysen-9-yl)benzoic acid). Isolated yield 37.0%. Reaction SMILES: [CH3:1][C@:2]12[C@@:19]3([CH3:20])[C@@H:10]([C@:11]4([CH3:32])[C@@H:16]([CH2:17][CH2:18]3)[C:15]([CH3:22])([CH3:21])[C:14]([C:23]3[CH:31]=[CH:30][C:26]([C:27]([OH:29])=[O:28])=[CH:25][CH:24]=3)=[CH:13][CH2:12]4)[CH2:9][CH2:8][C@@H:7]1[C@H:6]1[C@H:33]([C:36]([CH3:38])=[CH2:37])[CH2:34][CH2:35][C@:5]1([CH2:39][NH:40][C:41]([C@@H:43]1[CH2:47][CH2:46][CH2:45][N:44]1[CH3:48])=[O:42])[CH2:4][CH2:3]2.CN1CCC[C@@H]1C(O)=O>>[CH3:1][C@:2]12[C@@:19]3([CH3:20])[C@@H:10]([C@:11]4([CH3:32])[C@@H:16]([CH2:17][CH2:18]3)[C:15]([CH3:21])([CH3:22])[C:14]([C:23]3[CH:24]=[CH:25][C:26]([C:27]([OH:29])=[O:28])=[CH:30][CH:31]=3)=[CH:13][CH2:12]4)[CH2:9][CH2:8][C@@H:7]1[C@H:6]1[C@H:33]([C:36]([CH3:38])=[CH2:37])[CH2:34][CH2:35][C@:5]1([CH2:39][NH:40][C:41]([C@H:43]1[CH2:47][CH2:46][CH2:45][N:44]1[CH3:48])=[O:42])[CH2:4][CH2:3]2. Reported procedure: The title compound was prepared in 37% yield following the procedure described above in the preparation of 4-((1R,3aS,5aR,5bR,7aR,11aS,11bR,13aR,13bR)-5a,5b,8,8,11a-pentamethyl-3a-(((S)-1-methylpyrrolidine-2-carboxamido)methyl)-1-(prop-1-en-2-yl)-2,3,3a,4,5,5a,5b,6,7,7a,8,11,11a,11b,12,13,13a,13b-octadecahydro-1H-cyclopenta[a]chrysen-9-yl)benzoic acid, example 150, using (R)-1-methylpyrrolidine-2-carboxylic acid as the reactant acid. MS: m/e 655.7 (MH+), 1.73 min (method 2). 1H NMR (400 MHz, MeO... Reactants: ClC=1C=CC(=NC1)NC1=NC(=CC=C1)C1=CN=C(O1)C1=CSC=C1 ((5-chloro-pyridin-2-yl)-[6-(2-thiophen-3-yl-oxazol-5-yl)-pyridin-2-yl]-amine), ClC=1OC(=CN1)C1=CC=CC(=N1)NC1=NC=CN=C1 ([6-(2-chloro-oxazol-5-yl)-pyridin-2-yl]-pyrazin-2-yl-amine), N1C=CC2=CC(=CC=C12)B(O)O (indole-5-boronic acid), C(=O)([O-])[O-].[K+].[K+] (K2CO3). Reagents/catalysts: C=1C=CC(=CC1)[P](C=2C=CC=CC2)(C=3C=CC=CC3)[Pd]([P](C=4C=CC=CC4)(C=5C=CC=CC5)C=6C=CC=CC6)([P](C=7C=CC=CC7)(C=8C=CC=CC8)C=9C=CC=CC9)[P](C=1C=CC=CC1)(C=1C=CC=CC1)C=1C=CC=CC1 (Pd(PPh3)4). Solvent: C1CCOC1.O (THF water). The product is N1C=CC2=CC(=CC=C12)C=1OC(=CN1)C1=CC=CC(=N1)NC1=NC=CN=C1 ({6-[2-(1H-indol-5-yl)-oxazol-5-yl]-pyridin-2-yl}-pyrazin-2-yl-amine). As a reaction SMILES: ClC1C=CC(NC2C=C[CH:12]=[C:11]([C:15]3O[C:18]([C:20]4[CH:24]=[CH:23]SC=4)=[N:17][CH:16]=3)N=2)=NC=1.Cl[C:26]1[O:27][C:28]([C:31]2[N:36]=[C:35]([NH:37][C:38]3[CH:43]=[N:42][CH:41]=[CH:40][N:39]=3)[CH:34]=[CH:33][CH:32]=2)=[CH:29][N:30]=1.N1C2C(=CC(B(O)O)=CC=2)C=C1.C([O-])([O-])=O.[K+].[K+]>C1COCC1.O.C1C=CC([P]([Pd]([P](C2C=CC=CC=2)(C2C=CC=CC=2)C2C=CC=CC=2)([P](C2C=CC=CC=2)(C2C=CC=CC=2)C2C=CC=CC=2)[P](C2C=CC=CC=2)(C2C=CC=CC=2)C2C=CC=CC=2)(C2C=CC=CC=2)C2C=CC=CC=2)=CC=1>[NH:17]1[C:16]2[C:24](=[CH:23][C:12]([C:26]3[O:27][C:28]([C:31]4[N:36]=[C:35]([NH:37][C:38]5[CH:43]=[N:42][CH:41]=[CH:40][N:39]=5)[CH:34]=[CH:33][CH:32]=4)=[CH:29][N:30]=3)=[CH:11][CH:15]=2)[CH:20]=[CH:18]1 |f:3.4.5,6.7,^1:71,73,92,111|. Procedure details: Prepared as for (5-chloro-pyridin-2-yl)-[6-(2-thiophen-3-yl-oxazol-5-yl)-pyridin-2-yl]-amine from [6-(2-chloro-oxazol-5-yl)-pyridin-2-yl]-pyrazin-2-yl-amine, indole-5-boronic acid, Pd(PPh3)4 and K2CO3 in THF/water to afford the title compound as a beige solid. 1H NMR (400 MHz, DMSO-d6) δ 11.37 (s, 1H), 10.08 (s, 1H), 9.28 (s, 1H), 8.38 (s, 1H), 8.30-8.25 (m, 1H), 8.16 (d, J=2.6 Hz, 1H), 7.93-7.81 (m, 2H), 7.79 (s, 1H), 7.65 (d, J=8.3 Hz, 1H), 7.58 (d, J=8.5 Hz, 1H), 7.51-7.42 (m, 2H), 6.62 (s, 1... RXN SMILES: [NH2:1][C:2]1[C:3]([Cl:11])=[C:4]([CH:8]=[CH:9][CH:10]=1)[C:5](O)=[O:6].CC[N:14](C(C)C)C(C)C.C1C=CC2N(O)N=NC=2C=1.CCN=C=NCCCN(C)C.Cl.N>C(Cl)Cl.O.CCOC(C)=O>[NH2:1][C:2]1[C:3]([Cl:11])=[C:4]([CH:8]=[CH:9][CH:10]=1)[C:5]([NH2:14])=[O:6] |f:3.4|. The reactants are solution, N (NH3), NC=1C(=C(C(=O)O)C=CC1)Cl (3-amino-2-chlorobenzoic acid), CCN(C(C)C)C(C)C (DIPEA), C=1C=CC2=C(C1)N=NN2O (HOBT), CCN=C=NCCCN(C)C.Cl (EDC.HCl). Procedure details: To a solution of 3-amino-2-chlorobenzoic acid (5.8 mmol) in 12 mL DCM were added 3.0 mL DIPEA, HOBT (7.0 mmol) and EDC.HCl (7.0 mmol) followed by the addition of 0.67 mL of a solution of NH3 in water (13M). The mixture was stirred at RT overnight, EtOAc was then added and the mixture was extracted with water, sat. aq. NaHCO3 solution and brine. The organic layer was dried over MgSO4 and concentrated in vacuo to obtain the desired compound as yellow solid. Reaction conditions: time 8 hour. Product: NC=1C(=C(C(=O)N)C=CC1)Cl (3-amino-2-chlorobenzamide). The solvent is O (water), C(Cl)Cl (DCM), CCOC(=O)C (EtOAc). Reactants: COC=1C(=C(C(=C(C1OC)C)C)C(CCCCCOC1=C(C(=C(C(=O)O)C=C1)O)CCC)=O)C (4-[[6-(3,4-dimethoxy-2,5,6-trimethylphenyl)-6-oxohexyl]oxy]-2-hydroxy-3-propylbenzoic acid), B(Br)(Br)Br (boron tribromide). Run in C(Cl)Cl (methylene chloride), C(Cl)Cl (methylene chloride). Conditions: time 30 minute. Yields the product OC=1C(=C(C(=C(C1O)C)C)C(CCCCCOC1=C(C(=C(C(=O)O)C=C1)O)CCC)=O)C (4-[[6-(3,4-dihydroxy-2,5,6-trimethylphenyl)-6-oxohexyl]oxy]-2-hydroxy-3-propylbenzoic acid). Isolated yield 55.4%. RXN SMILES: C[O:2][C:3]1[C:4]([CH3:34])=[C:5]([C:13](=[O:33])[CH2:14][CH2:15][CH2:16][CH2:17][CH2:18][O:19][C:20]2[CH:28]=[CH:27][C:23]([C:24]([OH:26])=[O:25])=[C:22]([OH:29])[C:21]=2[CH2:30][CH2:31][CH3:32])[C:6]([CH3:12])=[C:7]([CH3:11])[C:8]=1[O:9]C.B(Br)(Br)Br>C(Cl)Cl>[OH:2][C:3]1[C:4]([CH3:34])=[C:5]([C:13](=[O:33])[CH2:14][CH2:15][CH2:16][CH2:17][CH2:18][O:19][C:20]2[CH:28]=[CH:27][C:23]([C:24]([OH:26])=[O:25])=[C:22]([OH:29])[C:21]=2[CH2:30][CH2:31][CH3:32])[C:6]([CH3:12])=[C:7]([CH3:11])[C:8]=1[OH:9]. Reported procedure: To 0.98 g (2.07 mmol) of 4-[[6-(3,4-dimethoxy-2,5,6-trimethylphenyl)-6-oxohexyl]oxy]-2-hydroxy-3-propylbenzoic acid in 100 mL of methylene chloride cooled at -75° was added 7 mL (7 mmol) of 1M boron tribromide in methylene chloride. The reaction mixture was stirred at -75° for 30 minutes and then was kept at -20° for 18 hours. Workup as in Example 32 and recrystallization of the crude product from ether-hexane gave 0.51 g, mp 169°-170° of 4-[[6-(3,4-dihydroxy-2,5,6-trimethylphenyl)-6-oxohexyl]ox...